From a dataset of the Open Reaction Database (ORD), a public repository of structured organic reaction records. describe an organic reaction: reactants, conditions, products, and yield Starting materials: F[B-](F)(F)F, CCO, CCN(C(C)C)C(C)C, NC(CO)c1nc2cc(Cl)ccc2[nH]1, Cl, ClCCl, O=C(O)c1ccc(C(=O)N2CC=CC2)c(C(F)(F)F)c1, C1CCOC1, CN(C)C(On1nnc2ccccc21)=[N+](C)C. Product: O=C(NC(CO)c1nc2cc(Cl)ccc2[nH]1)c1ccc(C(=O)N2CC=CC2)c(C(F)(F)F)c1. As a reaction SMILES: [B-:21]([F:22])([F:23])([F:24])[F:25].[CH2:72]([OH:73])[CH3:74].[CH:43]([N:44]([CH:45]([CH3:46])[CH3:47])[CH2:48][CH3:49])([CH3:50])[CH3:51].[Cl:52][c:53]1[cH:54][c:55]2[c:56]([nH:57][c:58]([CH:60]([CH2:61][OH:62])[NH2:63])[n:59]2)[cH:64][cH:65]1.[Cl:66].[Cl:75][CH2:76][Cl:77].[N:1]1([C:6](=[O:7])[c:8]2[c:9]([C:17]([F:18])([F:19])[F:20])[cH:10][c:11]([C:12](=[O:13])[OH:14])[cH:15][cH:16]2)[CH2:2][CH:3]=[CH:4][CH2:5]1.[O:67]1[CH2:68][CH2:69][CH2:70][CH2:71]1.[n:26]1([O:27][C:28]([N:29]([CH3:30])[CH3:31])=[N+:32]([CH3:33])[CH3:34])[c:35]2[cH:36][cH:37][cH:38][cH:39][c:40]2[n:41][n:42]1>>[N:1]1([C:6](=[O:7])[c:8]2[c:9]([C:17]([F:18])([F:19])[F:20])[cH:10][c:11]([C:12](=[O:14])[NH:63][CH:60]([c:58]3[nH:57][c:56]4[c:55]([cH:54][c:53]([Cl:52])[cH:65][cH:64]4)[n:59]3)[CH2:61][OH:62])[cH:15][cH:16]2)[CH2:2][CH:3]=[CH:4][CH2:5]1.